Dataset: the Open Reaction Database (ORD), a public repository of structured organic reaction records. Task: describe an organic reaction: reactants, conditions, products, and yield Reactants: C(=O)(O)C=1C(=NC=CC1)C(=O)C1=C(N(C2=CC=CC=C12)CC)C ((1-ethyl-2-methylindol-3-yl) (3-carboxypyridin-2-yl) ketone), C(CCCCC)OC1=CC(=CC=C1)N(CC)CC (1-n-hexyloxy-3-diethylaminobenzene), resultant mixture. Run in C(C)(=O)OC(C)=O (acetic anhydride). Product: C(C)N(C1=CC(=C(C=C1)C1(OC(=O)C2=CC=CN=C12)C1=C(N(C2=CC=CC=C12)CC)C)OCCCCCC)CC (3-(4-diethylamino-2-n-hexyloxyphenyl)-3-(1-ethyl-2-methylindol-3-yl)-4-azaphthalide). As a reaction SMILES: [C:1]([C:4]1[C:5]([C:10]([C:12]2[C:20]3[C:15](=[CH:16][CH:17]=[CH:18][CH:19]=3)[N:14]([CH2:21][CH3:22])[C:13]=2[CH3:23])=[O:11])=[N:6][CH:7]=[CH:8][CH:9]=1)(O)=[O:2].[CH2:24]([O:30][C:31]1[CH:36]=[CH:35][CH:34]=[C:33]([N:37]([CH2:40][CH3:41])[CH2:38][CH3:39])[CH:32]=1)[CH2:25][CH2:26][CH2:27][CH2:28][CH3:29]>C(OC(=O)C)(=O)C>[CH2:40]([N:37]([CH2:38][CH3:39])[C:33]1[CH:34]=[CH:35][C:36]([C:10]2([C:12]3[C:20]4[C:15](=[CH:16][CH:17]=[CH:18][CH:19]=4)[N:14]([CH2:21][CH3:22])[C:13]=3[CH3:23])[C:5]3[C:4](=[CH:9][CH:8]=[CH:7][N:6]=3)[C:1](=[O:2])[O:11]2)=[C:31]([O:30][CH2:24][CH2:25][CH2:26][CH2:27][CH2:28][CH3:29])[CH:32]=1)[CH3:41]. Procedure: Into 200 ml of acetic anhydride, 15.4 g of (1-ethyl-2-methylindol-3-yl) (3-carboxypyridin-2-yl) ketone and 13.7 g of 1-n-hexyloxy-3-diethylaminobenzene were added, and the resultant mixture was stirred for 3 hours to 60° to 65° C. After cooling the reaction mixture to room temperature, the cooled reaction mixture was treated by the same manner as in Synthetic Example 1 and as a result, 18.9 of the objective compound of the melting point of 154° to 156° C. as pale blue crystals was obtained. The ... Starting materials: S(=O)(Cl)Cl (thionyl chloride), Cl.NCC(CCC(=O)O)=O (5-aminolevulinic acid hydrochloride). Reagents/catalysts: CN(C=O)C (N,N-dimethylformamide). The product is Cl.NCC(CCC(=O)OCCCC=C)=O (4-pentenyl 5-aminolevulinate hydrochloride). The yield is 47.0%. As a reaction SMILES: S(Cl)([Cl:3])=O.Cl.[NH2:6][CH2:7][C:8](=[O:14])[CH2:9][CH2:10][C:11]([OH:13])=[O:12]>CN(C)C=O>[ClH:3].[NH2:6][CH2:7][C:8](=[O:14])[CH2:9][CH2:10][C:11]([O:13][CH2:11][CH2:10][CH2:9][CH:8]=[CH2:7])=[O:12] |f:1.2,4.5|. Reported procedure: To 1 ml of thionyl chloride (SOCl2) were added 3 drops of N,N-dimethylformamide (DMF) with stirring. Following the addition of 5-aminolevulinic acid hydrochloride (ALA.HCl, 200 mg, 1.19 mmol), the solution was stirred for 12 hours at room temperature. Concentration in a vacuum was conducted before the addition of 4-pentenol. Then, the reaction mixture was stirred for 1.5 hours at room temperature, followed by purification by silica gel chromatography to afford 4-pentenyl 5-aminolevulinate hydroc... Starting materials: Indol-2-carbonsäure-8-propionsäuren, IC=1C=C(N)C=C(C1I)I (3,4,5-triiodoaniline), O (water), solution, N(=O)[O-].[Na+] (NaNO2), Cl[Sn]Cl (SnCl2). The solvent is Cl (hydrochloric acid), Cl (HCl). Reaction conditions: temperature -10 celsius, time 30 minute. The product is IC=1C=C(C=C(C1I)I)NN (3,4,5-triiodophenylhydrazine). RXN SMILES: [I:1][C:2]1[CH:3]=[C:4]([CH:6]=[C:7]([I:10])[C:8]=1[I:9])[NH2:5].O.[N:12]([O-])=O.[Na+].Cl[Sn]Cl>Cl>[I:1][C:2]1[CH:3]=[C:4]([NH:5][NH2:12])[CH:6]=[C:7]([I:10])[C:8]=1[I:9] |f:2.3|. Procedure details: 3,4,5-Triiodoaniline was obtained by the procedure of L. Kalb (L. Kalb et al., Über substituierte Indol-2-carbonsäure-8-propionsäuren and einige jodierte Bensolderivate, Chem. Ber. 59 (1926) 1860-1870). 4 g (8.5 mmol) of 3,4,5-triiodoaniline were stirred with the solution of 2.3 mL of concentrated hydrochloric acid and 2.3 mL of water. The mixture was cooled to about −10° C. and the equivalent quantity of 2.5M solution of NaNO2 was added dropwise with intensive stirring. The reaction mixture was... Starting materials: O=C([O-])[O-], CN(C)C=O, FCCCl, [K+], [K+], O, CCOC(=O)c1cccc(O)c1. Yields the product CCOC(=O)c1cccc(OCCF)c1. Reaction SMILES: [C:17](=[O:18])([O-:19])[O-:20].[CH3:23][N:24]([CH3:25])[CH:26]=[O:27].[F:13][CH2:14][CH2:15][Cl:16].[K+:21].[K+:22].[OH2:28].[OH:1][c:2]1[cH:3][c:4]([C:5](=[O:6])[O:7][CH2:8][CH3:9])[cH:10][cH:11][cH:12]1>>[O:1]([c:2]1[cH:3][c:4]([C:5](=[O:6])[O:7][CH2:8][CH3:9])[cH:10][cH:11][cH:12]1)[CH2:15][CH2:14][F:13]. Starting materials: O=C1C2CCCC(C(=O)N1CCCCc1ccccc1)N2C(=O)OCc1ccccc1, C1CCOC1, [H][H]. Yields the product O=C1C2CCCC(N2)C(=O)N1CCCCc1ccccc1. Reaction SMILES: [CH2:1]([O:2][C:3](=[O:4])[N:11]1[CH:12]2[C:13](=[O:31])[N:14]([CH2:21][CH2:22][CH2:23][CH2:24][c:25]3[cH:26][cH:27][cH:28][cH:29][cH:30]3)[C:15](=[O:20])[CH:16]1[CH2:17][CH2:18][CH2:19]2)[c:5]1[cH:6][cH:7][cH:8][cH:9][cH:10]1.[CH2:34]1[O:35][CH2:36][CH2:37][CH2:38]1.[H:32][H:33]>>[NH:11]1[CH:12]2[C:13](=[O:31])[N:14]([CH2:21][CH2:22][CH2:23][CH2:24][c:25]3[cH:26][cH:27][cH:28][cH:29][cH:30]3)[C:15](=[O:20])[CH:16]1[CH2:17][CH2:18][CH2:19]2. Reactants: FC(F)(F)c1ccc(CBr)c(C(F)(F)F)c1, O=Cc1ccc2[nH]ncc2c1. Yields the product O=Cc1ccc2c(cnn2Cc2ccc(C(F)(F)F)cc2C(F)(F)F)c1. RXN SMILES: [Br:12][CH2:13][c:14]1[c:15]([C:24]([F:25])([F:26])[F:27])[cH:16][c:17]([C:20]([F:21])([F:22])[F:23])[cH:18][cH:19]1.[nH:1]1[n:2][cH:3][c:4]2[cH:5][c:6]([CH:10]=[O:11])[cH:7][cH:8][c:9]12>>[n:1]1([CH2:13][c:14]2[c:15]([C:24]([F:25])([F:26])[F:27])[cH:16][c:17]([C:20]([F:21])([F:22])[F:23])[cH:18][cH:19]2)[n:2][cH:3][c:4]2[cH:5][c:6]([CH:10]=[O:11])[cH:7][cH:8][c:9]12. The reactants are BrC1=NC=C(C2=C1SC(=N2)C2=C(C=CC=C2Cl)Cl)F (4-bromo-2-(2,6-dichlorophenyl)-7-fluorothiazolo[5,4-c]pyridine), C(C)(C)(C)OC(N)=O (carbamic acid tert-butyl ester), [O-]P(=O)([O-])[O-].[K+].[K+].[K+] (K3PO4). The reagents and catalysts are C=1C=CC(=CC1)/C=C/C(=O)/C=C/C2=CC=CC=C2.C=1C=CC(=CC1)/C=C/C(=O)/C=C/C2=CC=CC=C2.C=1C=CC(=CC1)/C=C/C(=O)/C=C/C2=CC=CC=C2.[Pd].[Pd] (Pd2(dba)3), CC1(C2=C(C(=CC=C2)P(C3=CC=CC=C3)C4=CC=CC=C4)OC5=C(C=CC=C51)P(C6=CC=CC=C6)C7=CC=CC=C7)C (XantPhos). Reaction conditions: temperature 70 celsius. Product: COC(NC1=NC=C(C2=C1SC(=N2)C2=C(C=CC=C2Cl)Cl)F)=O ([2-(2,6-Dichlorophenyl)-7-fluorothiazolo[5,4-c]pyridin-4-yl]-carbamic acid methyl ester). The yield is 124.3%. RXN SMILES: Br[C:2]1[C:7]2[S:8][C:9]([C:11]3[C:16]([Cl:17])=[CH:15][CH:14]=[CH:13][C:12]=3[Cl:18])=[N:10][C:6]=2[C:5]([F:19])=[CH:4][N:3]=1.[C:20]([O:24][C:25](=[O:27])[NH2:26])(C)(C)C.[O-]P([O-])([O-])=O.[K+].[K+].[K+]>C1C=CC(/C=C/C(/C=C/C2C=CC=CC=2)=O)=CC=1.C1C=CC(/C=C/C(/C=C/C2C=CC=CC=2)=O)=CC=1.C1C=CC(/C=C/C(/C=C/C2C=CC=CC=2)=O)=CC=1.[Pd].[Pd].CC1(C)C2C(=C(P(C3C=CC=CC=3)C3C=CC=CC=3)C=CC=2)OC2C(P(C3C=CC=CC=3)C3C=CC=CC=3)=CC=CC1=2>[CH3:20][O:24][C:25](=[O:27])[NH:26][C:2]1[C:7]2[S:8][C:9]([C:11]3[C:16]([Cl:17])=[CH:15][CH:14]=[CH:13][C:12]=3[Cl:18])=[N:10][C:6]=2[C:5]([F:19])=[CH:4][N:3]=1 |f:2.3.4.5,6.7.8.9.10|. Procedure: A mixture of 4-bromo-2-(2,6-dichlorophenyl)-7-fluorothiazolo[5,4-c]pyridine (0.60 g, 1.6 mmol), carbamic acid tert-butyl ester (0.936 g, 8.0 mmol), XantPhos (0.093 g, 0.16 mmol) and K3PO4 (0.678 g, 3.2 mmol), in toluene (10 mL) and water (2 mL), was degassed with a stream of argon. Pd2(dba)3 (0.073 g, 0.08 mmol) was added and the reaction mixture was heated at 70° C. for 3 hours in a sealed vial. After cooling to room temperature, the crude reaction mixture was filtered through Celite® washing w... Reactants: NC=1C=C(C(C(=O)O)=CC1)O (4-Amino salicylic acid), ON1C(CCC1=O)=O (N-hydroxy-succinimide), C1CCC(CC1)N=C=NC2CCCCC2 (DCC), O=P12OP3(=O)OP(=O)(O1)OP(=O)(O2)O3 (phosphorus pentoxide). Run in O1CCCC1 (tetrahydrofuran). Reaction conditions: time 30 second. Product: ONC=1C=C(C(C(=O)O)=CC1)ON1C(CCC1=O)=O (N-hydroxy-succinimidyl-4-amino salicylic acid). Reaction SMILES: [NH2:1][C:2]1[CH:3]=[C:4]([OH:11])[C:5](=[CH:9][CH:10]=1)[C:6]([OH:8])=[O:7].O[N:13]1[C:17](=[O:18])[CH2:16][CH2:15][C:14]1=[O:19].C1CCC(N=C=NC2CCCCC2)CC1.[O:35]=P12OP3(OP(OP(O3)(O1)=O)(=O)O2)=O>O1CCCC1>[OH:35][NH:1][C:2]1[CH:3]=[C:4]([O:11][N:13]2[C:17](=[O:18])[CH2:16][CH2:15][C:14]2=[O:19])[C:5](=[CH:9][CH:10]=1)[C:6]([OH:8])=[O:7]. Reported procedure: 4-Amino salicylic acid (2.07 g, 13 mM), N-hydroxy-succinimide (2.07 g, 18 mmol) and DCC (3.44 g, 19 mmol), which had been dried over night over phosphorus pentoxide in vacuum, were dissolved sequentially in anhy. tetrahydrofuran (150 mL) in a round bottom flask. A vacuum was then applied for 30 seconds, the flask sealed and the reaction allowed to proceed for 7 hours at 1°-0° C., maintaining continuous stirring. After this time, the solvent was removed under vacuum and the residue re-dissolved i...